From a dataset of the Open Reaction Database (ORD), a public repository of structured organic reaction records. describe an organic reaction: reactants, conditions, products, and yield The reactants are mixture, FF (fluorine), FF (fluorine), C1=CC=CC2=NC=C3C=CC=CC3=C12 (phenanthridine), II (iodine), lime, PTFE. Solvent: S(=O)(=O)([O-])S(=O)[O-].[Na+].[Na+] (sodium metabisulfite), CF2ClCFCl2. Yields the product FC=1N=C2C=CC=CC2=C2C=CC=CC12 (6-fluoro-phenanthridine). Isolated yield 8.1%. RXN SMILES: [CH:1]1[C:14]2[C:5](=[N:6][CH:7]=[C:8]3[C:13]=2[CH:12]=[CH:11][CH:10]=[CH:9]3)[CH:4]=[CH:3][CH:2]=1.II.[F:17]F>S(S([O-])=O)([O-])(=O)=O.[Na+].[Na+]>[F:17][C:7]1[N:6]=[C:5]2[C:14](=[C:13]3[C:8]=1[CH:9]=[CH:10][CH:11]=[CH:12]3)[CH:1]=[CH:2][CH:3]=[CH:4]2 |f:3.4.5|. Procedure: A solution containing phenanthridine (1.0 g, 5.6 mmol) and iodine (1.4 g, 5.6 mmol) in CF2ClCFCl2 (30 ml) was placed in a fluorination apparatus fitted with a drying tube filled with soda lime. Elemental fluorine (7 mmol) as a 10% mixture in dry nitrogen was then passed through the stirred solution using narrow bore PTFE tubing at ca. 15 ml/min. After the fluorine had been added the solution was poured into 10% aqueous sodium metabisulfite solution (30 ml) and extracted with dichloromethane. The...